Dataset: the Open Reaction Database (ORD), a public repository of structured organic reaction records. Task: describe an organic reaction: reactants, conditions, products, and yield Reactants: ClC1=CC=C(C=C1)C1N(C(C=2NN=C(C21)C)=O)C=2C=C(C=1N(C2)C(=NN1)C)C (4-(4-chlorophenyl)-5-(3,8-dimethyl-[1,2,4]triazolo[4,3-a]pyridin-6-yl)-3-methyl-4,5-dihydropyrrolo[3,4-c]pyrazol-6(1H)-one), IC1COC1 (3-iodooxetane). Conditions: temperature 80 celsius, time 30 minute. Product: ClC1=CC=C(C=C1)C1N(C(C=2N(N=C(C21)C)C2COC2)=O)C=2C=C(C=1N(C2)C(=NN1)C)C (4-(4-chlorophenyl)-5-(3,8-dimethyl-[1,2,4]triazolo[4,3-a]pyridin-6-yl)-3-methyl-1-(oxetan-3-yl)-4,5-dihydropyrrolo[3,4-c]pyrazol-6(1H)-one), ClC1=CC=C(C=C1)C1N(C(C2=NN(C(=C21)C)C2COC2)=O)C=2C=C(C=1N(C2)C(=NN1)C)C (4-(4-chlorophenyl)-5-(3,8-dimethyl-[1,2,4]triazolo[4,3-a]pyridin-6-yl)-3-methyl-2-(oxetan-3-yl)-4,5-dihydropyrrolo[3,4-c]pyrazol-6(2H)-one). RXN SMILES: [Cl:1][C:2]1[CH:7]=[CH:6][C:5]([CH:8]2[C:15]3[C:14]([CH3:16])=[N:13][NH:12][C:11]=3[C:10](=[O:17])[N:9]2[C:18]2[CH:19]=[C:20]([CH3:28])[C:21]3[N:22]([C:24]([CH3:27])=[N:25][N:26]=3)[CH:23]=2)=[CH:4][CH:3]=1.I[CH:30]1[CH2:33][O:32][CH2:31]1>>[Cl:1][C:2]1[CH:7]=[CH:6][C:5]([CH:8]2[C:15]3[C:14]([CH3:16])=[N:13][N:12]([CH:30]4[CH2:33][O:32][CH2:31]4)[C:11]=3[C:10](=[O:17])[N:9]2[C:18]2[CH:19]=[C:20]([CH3:28])[C:21]3[N:22]([C:24]([CH3:27])=[N:25][N:26]=3)[CH:23]=2)=[CH:4][CH:3]=1.[Cl:1][C:2]1[CH:7]=[CH:6][C:5]([CH:8]2[C:15]3[C:11](=[N:12][N:13]([CH:30]4[CH2:33][O:32][CH2:31]4)[C:14]=3[CH3:16])[C:10](=[O:17])[N:9]2[C:18]2[CH:19]=[C:20]([CH3:28])[C:21]3[N:22]([C:24]([CH3:27])=[N:25][N:26]=3)[CH:23]=2)=[CH:4][CH:3]=1. Reported procedure: The title compound was prepared using an analogous procedure to that described in Example 134 using 4-(4-chlorophenyl)-5-(3,8-dimethyl-[1,2,4]triazolo[4,3-a]pyridin-6-yl)-3-methyl-4,5-dihydropyrrolo[3,4-c]pyrazol-6(1H)-one (Example 98) (200 mg, 0.509 mmol) and stirring the reaction mixture for 30 min at 80° C. after addition of 3-iodooxetane. Purification of the crude product afforded 50 mg of a 4-(4-chlorophenyl)-5-(3,8-dimethyl-[1,2,4]triazolo[4,3-a]pyridin-6-yl)-3-methyl-1-(oxetan-3-yl)-4,5-d... Starting materials: CC(C)(C)c1ccc(Br)cc1, CC(=O)[O-], CC(=O)[O-], CC1CCC(=CN(C)c2ccccc2)C1=O, CC(C)(C)[O-], Cc1ccccc1, [Na+], [Pd+2]. Yields the product CN(C=C1CCC(C)(c2ccc(C(C)(C)C)cc2)C1=O)c1ccccc1. As a reaction SMILES: [C:17]([CH3:18])([CH3:19])([CH3:20])[c:21]1[cH:22][cH:23][c:24]([Br:27])[cH:25][cH:26]1.[C:34]([O-:35])(=[O:36])[CH3:37].[C:39]([O-:40])(=[O:41])[CH3:42].[CH3:1][CH:2]1[C:3](=[O:16])[C:4](=[CH:7][N:8]([c:9]2[cH:10][cH:11][cH:12][cH:13][cH:14]2)[CH3:15])[CH2:5][CH2:6]1.[CH3:28][C:29]([CH3:30])([O-:31])[CH3:32].[CH3:43][c:44]1[cH:45][cH:46][cH:47][cH:48][cH:49]1.[Na+:33].[Pd+2:38]>>[CH3:1][C:2]1([c:24]2[cH:23][cH:22][c:21]([C:17]([CH3:18])([CH3:19])[CH3:20])[cH:26][cH:25]2)[C:3](=[O:16])[C:4](=[CH:7][N:8]([c:9]2[cH:10][cH:11][cH:12][cH:13][cH:14]2)[CH3:15])[CH2:5][CH2:6]1.